This data is from the Open Reaction Database (ORD), a public repository of structured organic reaction records. The task is: describe an organic reaction: reactants, conditions, products, and yield The reactants are CC(=O)O, CCCC[N+](CCCC)(CCCC)CCCC, C1CCOC1, COP(=O)(C=Cc1c(C(C)C)nc2ccccc2c1-c1ccc(F)cc1)CC(CC(=O)O)O[Si](c1ccccc1)(c1ccccc1)C(C)(C)C, [F-], [Na+], O=C([O-])O. The product is COP(=O)(C=Cc1c(C(C)C)nc2ccccc2c1-c1ccc(F)cc1)CC(O)CC(=O)O. RXN SMILES: [C:51]([OH:52])(=[O:53])[CH3:54].[CH2:56]([N+:57]([CH2:58][CH2:59][CH2:60][CH3:61])([CH2:62][CH2:63][CH2:64][CH3:65])[CH2:66][CH2:67][CH2:68][CH3:69])[CH2:70][CH2:71][CH3:72].[CH2:78]1[O:79][CH2:80][CH2:81][CH2:82]1.[CH3:1][C:2]([Si:3]([c:4]1[cH:5][cH:39][cH:40][cH:41][cH:42]1)([O:6][CH:7]([CH2:8][C:9](=[O:10])[OH:11])[CH2:12][P:13](=[O:14])([O:15][CH3:16])[CH:17]=[CH:18][c:19]1[c:20]([CH:36]([CH3:37])[CH3:38])[n:21][c:22]2[cH:23][cH:24][cH:25][cH:26][c:27]2[c:28]1-[c:29]1[cH:30][cH:31][c:32]([F:35])[cH:33][cH:34]1)[c:43]1[cH:44][cH:45][cH:46][cH:47][cH:48]1)([CH3:49])[CH3:50].[F-:55].[Na+:77].[O-:73][C:74]([OH:75])=[O:76]>>[OH:6][CH:7]([CH2:8][C:9](=[O:10])[OH:11])[CH2:12][P:13](=[O:14])([O:15][CH3:16])[CH:17]=[CH:18][c:19]1[c:20]([CH:36]([CH3:37])[CH3:38])[n:21][c:22]2[cH:23][cH:24][cH:25][cH:26][c:27]2[c:28]1-[c:29]1[cH:30][cH:31][c:32]([F:35])[cH:33][cH:34]1. The reactants are COC(=O)Oc1ccc(Br)cc1C(C)(C)C, [K+], O=[N+]([O-])[O-], O=S(=O)(O)O. Yields the product COC(=O)Oc1cc([N+](=O)[O-])c(Br)cc1C(C)(C)C. As a reaction SMILES: [C:1]([O:2][CH3:3])([O:4][c:5]1[c:6]([C:12]([CH3:13])([CH3:14])[CH3:15])[cH:7][c:8]([Br:11])[cH:9][cH:10]1)=[O:16].[K+:21].[N+:17](=[O:18])([O-:19])[O-:20].[S:22](=[O:23])(=[O:24])([OH:25])[OH:26]>>[C:1]([O:2][CH3:3])([O:4][c:5]1[c:6]([C:12]([CH3:13])([CH3:14])[CH3:15])[cH:7][c:8]([Br:11])[c:9]([N+:17](=[O:18])[O-:19])[cH:10]1)=[O:16]. The reactants are CC(C)(C)OC(=O)NCC(CO[Si](C)(C)C(C)(C)C)Nc1c([N+](=O)[O-])cnc2ccccc12, Cc1ccccc1. The product is CC(C)(C)OC(=O)NCC(CO[Si](C)(C)C(C)(C)C)Nc1c(N)cnc2ccccc12. As a reaction SMILES: [C:1]([CH3:2])([CH3:3])([CH3:4])[Si:5]([O:6][CH2:7][CH:8]([CH2:9][NH:10][C:11]([O:12][C:13]([CH3:14])([CH3:15])[CH3:16])=[O:17])[NH:18][c:19]1[c:20]([N+:29]([O-:30])=[O:31])[cH:21][n:22][c:23]2[cH:24][cH:25][cH:26][cH:27][c:28]12)([CH3:32])[CH3:33].[CH3:34][c:35]1[cH:36][cH:37][cH:38][cH:39][cH:40]1>>[C:1]([CH3:2])([CH3:3])([CH3:4])[Si:5]([O:6][CH2:7][CH:8]([CH2:9][NH:10][C:11]([O:12][C:13]([CH3:14])([CH3:15])[CH3:16])=[O:17])[NH:18][c:19]1[c:20]([NH2:29])[cH:21][n:22][c:23]2[cH:24][cH:25][cH:26][cH:27][c:28]12)([CH3:32])[CH3:33]. Reactants: [Al+3], O=C(Cl)c1ccccc1, CCOC(=O)c1oc2cccc(OC)c2c1C, [Cl-], [Cl-], [Cl-], ClCCCl, Cl. Yields the product CCOC(=O)c1oc2c(C(=O)c3ccccc3)ccc(OC)c2c1C. Reaction SMILES: [Al+3:28].[C:18]([c:19]1[cH:20][cH:21][cH:22][cH:23][cH:24]1)(=[O:25])[Cl:26].[CH3:1][c:2]1[c:3]([C:13](=[O:14])[O:15][CH2:16][CH3:17])[o:4][c:5]2[c:6]1[c:7]([O:11][CH3:12])[cH:8][cH:9][cH:10]2.[Cl-:27].[Cl-:29].[Cl-:30].[Cl:32][CH2:33][CH2:34][Cl:35].[ClH:31]>>[CH3:1][c:2]1[c:3]([C:13](=[O:14])[O:15][CH2:16][CH3:17])[o:4][c:5]2[c:6]1[c:7]([O:11][CH3:12])[cH:8][cH:9][c:10]2[C:18]([c:19]1[cH:20][cH:21][cH:22][cH:23][cH:24]1)=[O:25]. The reactants are ClC1=CC=C(CNC(=O)C=2C=NC3=CC=C(C=C3C2O)CN2CCOCC2)C=C1 (N-(4-chlorobenzyl)-4-hydroxy-6-(4-morpholinylmethyl)-3-quinolinecarboxamide), C1(=CC=CC=C1)P(C1=CC=CC=C1)C1=CC=CC=C1 (triphenylphosphine), C(COCCO)O (diethyleneglycol), N(=NC(=O)OCC)C(=O)OCC (diethyl azodicarboxylate). Run in C1CCOC1 (THF). Conditions: time 2 hour. Yields the product ClC1=CC=C(CNC(=O)C2=CN(C3=CC=C(C=C3C2=O)CN2CCOCC2)CCOCCO)C=C1 (N-(4-Chlorobenzyl)-1-[2-(2-hydroxyethoxy)ethyl]-6-(4-morpholinylmethyl)-4-oxo-1,4-dihydro-3-quinolinecarboxamide). As a reaction SMILES: [Cl:1][C:2]1[CH:29]=[CH:28][C:5]([CH2:6][NH:7][C:8]([C:10]2[CH:11]=[N:12][C:13]3[C:18]([C:19]=2[OH:20])=[CH:17][C:16]([CH2:21][N:22]2[CH2:27][CH2:26][O:25][CH2:24][CH2:23]2)=[CH:15][CH:14]=3)=[O:9])=[CH:4][CH:3]=1.C1(P(C2C=CC=CC=2)C2C=CC=CC=2)C=CC=CC=1.[CH2:49]([OH:55])[CH2:50][O:51][CH2:52][CH2:53]O.N(C(OCC)=O)=NC(OCC)=O>C1COCC1>[Cl:1][C:2]1[CH:29]=[CH:28][C:5]([CH2:6][NH:7][C:8]([C:10]2[C:19](=[O:20])[C:18]3[C:13](=[CH:14][CH:15]=[C:16]([CH2:21][N:22]4[CH2:23][CH2:24][O:25][CH2:26][CH2:27]4)[CH:17]=3)[N:12]([CH2:53][CH2:52][O:51][CH2:50][CH2:49][OH:55])[CH:11]=2)=[O:9])=[CH:4][CH:3]=1. Procedure: A dry flask containing N-(4-chlorobenzyl)-4-hydroxy-6-(4-morpholinylmethyl)-3-quinolinecarboxamide (0.20 gm) from Preparation No. 40 in dry THF (5 mL) under an argon atmosphere is added triphenylphosphine (165 mg), diethyleneglycol (0.20 mL) and diethyl azodicarboxylate (0.10 mL). The mixture is stirred at room temperature for 2 hrs. The reaction mixture is concentrated under reduced pressure. The crude product is purified by flash column chromatography eluting with 10% to 40% methanol in ethyl ...